describe an organic reaction: reactants, conditions, products, and yield From a dataset of the Open Reaction Database (ORD), a public repository of structured organic reaction records. Reactants: COCCOC, OB(O)c1ccc(OC(F)(F)F)cc1, [K+], [K+], COC(=O)c1cc(Br)ccc1N, O=C([O-])[O-], O, c1ccc(P(c2ccccc2)(c2ccccc2)[Pd](P(c2ccccc2)(c2ccccc2)c2ccccc2)(P(c2ccccc2)(c2ccccc2)c2ccccc2)P(c2ccccc2)(c2ccccc2)c2ccccc2)cc1. Product: COC(=O)c1cc(-c2ccc(OC(F)(F)F)cc2)ccc1N. Reaction SMILES: [CH3:110][O:111][CH2:112][CH2:113][O:114][CH3:115].[F:19][C:20]([O:21][c:22]1[cH:23][cH:24][c:25]([B:28]([OH:29])[OH:30])[cH:26][cH:27]1)([F:31])[F:32].[K+:13].[K+:14].[NH2:1][c:2]1[c:3]([C:4](=[O:5])[O:6][CH3:7])[cH:8][c:9]([Br:12])[cH:10][cH:11]1.[O-:15][C:16]([O-:17])=[O:18].[OH2:116].[cH:33]1[cH:34][cH:35][c:36]([P:37]([Pd:38]([P:39]([c:40]2[cH:41][cH:42][cH:43][cH:44][cH:45]2)([c:46]2[cH:47][cH:48][cH:49][cH:50][cH:51]2)[c:52]2[cH:53][cH:54][cH:55][cH:56][cH:57]2)([P:58]([c:59]2[cH:60][cH:61][cH:62][cH:63][cH:64]2)([c:65]2[cH:66][cH:67][cH:68][cH:69][cH:70]2)[c:71]2[cH:72][cH:73][cH:74][cH:75][cH:76]2)[P:77]([c:78]2[cH:79][cH:80][cH:81][cH:82][cH:83]2)([c:84]2[cH:85][cH:86][cH:87][cH:88][cH:89]2)[c:90]2[cH:91][cH:92][cH:93][cH:94][cH:95]2)([c:96]2[cH:97][cH:98][cH:99][cH:100][cH:101]2)[c:102]2[cH:103][cH:104][cH:105][cH:106][cH:107]2)[cH:108][cH:109]1>>[NH2:1][c:2]1[c:3]([C:4](=[O:5])[O:6][CH3:7])[cH:8][c:9](-[c:25]2[cH:24][cH:23][c:22]([O:21][C:20]([F:19])([F:31])[F:32])[cH:27][cH:26]2)[cH:10][cH:11]1. Reactants: CC1([C@@H]([C@@H]1\C=C/C(OC(C)(C)C)=O)C(=O)OCC1=CC=CC=C1)C (benzyl(1R,cis,Z)2,2-dimethyl-3-[3-oxo-3-tert.-butoxy-1-propenyl]-cyclopropane-carboxylate), C1(=CC=C(C=C1)S(=O)(=O)O)C (p-toluene sulfonic acid). Run in C1(=CC=CC=C1)C (toluene). Product: CC1([C@@H]([C@@H]1\C=C/C(O)=O)C(=O)OCC1=CC=CC=C1)C (benzyl(1R,cis,Z)2,2-dimethyl-3- [3-oxo-3-hydroxy-1-propenyl]-cyclopropane-carboxylate). Isolated yield 73.5%. As a reaction SMILES: [CH3:1][C:2]1([CH3:24])[C@@H:4](/[CH:5]=[CH:6]\[C:7](=[O:13])[O:8]C(C)(C)C)[C@H:3]1[C:14]([O:16][CH2:17][C:18]1[CH:23]=[CH:22][CH:21]=[CH:20][CH:19]=1)=[O:15].C1(C)C=CC(S(O)(=O)=O)=CC=1>C1(C)C=CC=CC=1>[CH3:1][C:2]1([CH3:24])[C@@H:4](/[CH:5]=[CH:6]\[C:7](=[O:8])[OH:13])[C@H:3]1[C:14]([O:16][CH2:17][C:18]1[CH:23]=[CH:22][CH:21]=[CH:20][CH:19]=1)=[O:15]. Procedure: A mixture of 5 g of the product of Step A, 250 mg of p-toluene sulfonic acid and 30 ml of toluene was refluxed for one hour and was cooled and chromatographed over silica gel. Elution with a 1-1 hexane-ethyl acetate mixture containing 1% of acetic acid and crystallization from isopropyl ether yielded 3.05 g of benzyl(1R,cis,Z)2,2-dimethyl-3- [3-oxo-3-hydroxy-1-propenyl]-cyclopropane-carboxylate melting at 69° C. Reactants: ClC1=CN=CC(=N1)OCC=1C=C(C#N)C=CC1 (3-(6-chloro-pyrazin-2-yloxymethyl)-benzonitrile), N1CCNCC1 (piperazine), CC(C)([O-])C.[Na+] (sodium t-butoxide), C=1C=CC(=CC1)P(C=2C=CC=CC2)C3=CC=C4C=CC=CC4=C3C5=C6C=CC=CC6=CC=C5P(C=7C=CC=CC7)C=8C=CC=CC8 (BINAP). Reagents/catalysts: C=1C=CC(=CC1)/C=C/C(=O)/C=C/C2=CC=CC=C2.C=1C=CC(=CC1)/C=C/C(=O)/C=C/C2=CC=CC=C2.C=1C=CC(=CC1)/C=C/C(=O)/C=C/C2=CC=CC=C2.[Pd].[Pd] (Pd2(dba)3). Run in C1(=CC=CC=C1)C (toluene). Run at temperature 90 celsius. Product: N1(CCNCC1)C1=NC(=CN=C1)OCC=1C=C(C#N)C=CC1 (3-(3,4,5,6-tetrahydro-2H-[1,2′]bipyrazinyl-6′-yloxymethyl)-benzonitrile). The yield is 22.4%. As a reaction SMILES: Cl[C:2]1[N:7]=[C:6]([O:8][CH2:9][C:10]2[CH:11]=[C:12]([CH:15]=[CH:16][CH:17]=2)[C:13]#[N:14])[CH:5]=[N:4][CH:3]=1.[NH:18]1[CH2:23][CH2:22][NH:21][CH2:20][CH2:19]1.CC(C)([O-])C.[Na+].C1C=CC(P(C2C(C3C(P(C4C=CC=CC=4)C4C=CC=CC=4)=CC=C4C=3C=CC=C4)=C3C(C=CC=C3)=CC=2)C2C=CC=CC=2)=CC=1>C1(C)C=CC=CC=1.C1C=CC(/C=C/C(/C=C/C2C=CC=CC=2)=O)=CC=1.C1C=CC(/C=C/C(/C=C/C2C=CC=CC=2)=O)=CC=1.C1C=CC(/C=C/C(/C=C/C2C=CC=CC=2)=O)=CC=1.[Pd].[Pd]>[N:18]1([C:2]2[CH:3]=[N:4][CH:5]=[C:6]([O:8][CH2:9][C:10]3[CH:11]=[C:12]([CH:15]=[CH:16][CH:17]=3)[C:13]#[N:14])[N:7]=2)[CH2:23][CH2:22][NH:21][CH2:20][CH2:19]1 |f:2.3,6.7.8.9.10|. Procedure: A mixture of 3-(6-chloro-pyrazin-2-yloxymethyl)-benzonitrile I-3f (667.2 mg, 2.716 mmol), piperazine (297 mg, 3.531 mmol), sodium t-butoxide (287 mg, 2.987 mmol), BINAP (67.7 mg, 0.109 mmol), and Pd2(dba)3 (49.7 mg, 0.054 mmol) in toluene (10 mL) was heated at 90° C. overnight. The solution was cooled to room temperature and filtered through a celite pad. The celite pad was washed with ethyl acetate several times. The combined filtrate was concentrated in vacuo to give the crude title compound. ... Starting materials: [BH4-], ClCCl, CO, CC(C)Oc1cccc(C=O)c1, [Na+]. Product: CC(C)Oc1cccc(CO)c1. RXN SMILES: [BH4-:13].[CH2:15]([Cl:16])[Cl:17].[CH3:18][OH:19].[CH:1]([CH3:2])([CH3:3])[O:4][c:5]1[cH:6][c:7]([CH:8]=[O:9])[cH:10][cH:11][cH:12]1.[Na+:14]>>[CH:1]([CH3:2])([CH3:3])[O:4][c:5]1[cH:6][c:7]([CH2:8][OH:9])[cH:10][cH:11][cH:12]1. Reactants: ClC1=C(C(=CC=C1)F)C=1NC(N(N1)C1=CC=C(C=C1)C#C)=O (5-(2-chloro-6-fluorophenyl)-2-(4-ethynylphenyl)-2,4-dihydro-3H-1,2,4-triazol-3-one), IC=1C=CC(=NC1)N1CCOCC1 (4-(5-iodopyridin-2-yl)morpholine), CCCC[N+](CCCC)(CCCC)CCCC.[F-] (TBAF). The reagents and catalysts are Cl[Pd]([P](C1=CC=CC=C1)(C2=CC=CC=C2)C3=CC=CC=C3)([P](C4=CC=CC=C4)(C5=CC=CC=C5)C6=CC=CC=C6)Cl (bis(triphenylphosphine)palladium(II) chloride). Run in CS(=O)C (DMSO). The product is ClC1=C(C(=CC=C1)F)C=1NC(N(N1)C1=CC=C(C=C1)C#CC=1C=NC(=CC1)N1CCOCC1)=O (5-(2-Chloro-6-fluorophenyl)-2-(4-{[6-(morpholin-4-yl)pyridin-3-yl]ethynyl}phenyl)-2,4-dihydro-3H-1,2,4-triazol-3-one). Isolated yield 13.2%. RXN SMILES: [Cl:1][C:2]1[CH:7]=[CH:6][CH:5]=[C:4]([F:8])[C:3]=1[C:9]1[NH:10][C:11](=[O:22])[N:12]([C:14]2[CH:19]=[CH:18][C:17]([C:20]#[CH:21])=[CH:16][CH:15]=2)[N:13]=1.I[C:24]1[CH:25]=[CH:26][C:27]([N:30]2[CH2:35][CH2:34][O:33][CH2:32][CH2:31]2)=[N:28][CH:29]=1.CCCC[N+](CCCC)(CCCC)CCCC.[F-]>Cl[Pd](Cl)([P](C1C=CC=CC=1)(C1C=CC=CC=1)C1C=CC=CC=1)[P](C1C=CC=CC=1)(C1C=CC=CC=1)C1C=CC=CC=1.CS(C)=O>[Cl:1][C:2]1[CH:7]=[CH:6][CH:5]=[C:4]([F:8])[C:3]=1[C:9]1[NH:10][C:11](=[O:22])[N:12]([C:14]2[CH:19]=[CH:18][C:17]([C:20]#[C:21][C:24]3[CH:29]=[N:28][C:27]([N:30]4[CH2:31][CH2:32][O:33][CH2:34][CH2:35]4)=[CH:26][CH:25]=3)=[CH:16][CH:15]=2)[N:13]=1 |f:2.3,^1:56,75|. Procedure details: The title compound was prepared according to the procedure described in Example-3 using 5-(2-chloro-6-fluorophenyl)-2-(4-ethynylphenyl)-2,4-dihydro-3H-1,2,4-triazol-3-one (Intermediate-2, 0.100 g, 0.319 mmol), 4-(5-iodopyridin-2-yl)morpholine (Intermediate-6, 0.139 g, 0.470 mmol), TBAF (0.201 g, 0.638 mmol), bis(triphenylphosphine)palladium(II) chloride (0.020 g, 0.028 mmol) and DMSO (3.0 mL). The obtained product was purified with column chromatography on silica gel eluting with 2.0% MeOH:DCM t... The reactants are BrCc1ccc(Br)cc1, C1CCOC1, CCOC(C)=O, [H-], [Na+], O, OCCO. Product: OCCOCc1ccc(Br)cc1. Reaction SMILES: [Br:7][c:8]1[cH:9][cH:10][c:11]([CH2:14][Br:15])[cH:12][cH:13]1.[CH2:17]1[O:18][CH2:19][CH2:20][CH2:21]1.[CH3:22][CH2:23][O:24][C:25]([CH3:26])=[O:27].[H-:6].[Na+:5].[OH2:16].[OH:1][CH2:2][CH2:3][OH:4]>>[O:1]([CH2:2][CH2:3][OH:4])[CH2:14][c:11]1[cH:10][cH:9][c:8]([Br:7])[cH:13][cH:12]1.